Dataset: the Open Reaction Database (ORD), a public repository of structured organic reaction records. Task: describe an organic reaction: reactants, conditions, products, and yield Reactants: ClC1=CC=C(C=C1)C1=CSC=2NC(C(=C(C21)O)C#N)=O (3-(4-chlorophenyl)-4-hydroxy-6-oxo-6,7-dihydrothieno[2,3-b]pyridine-5-carbonitrile), pyridine hydrobromide perbromide. The solvent is O (water), CC(=O)O (AcOH). Conditions: time 1 hour. Product: BrC1=C(C2=C(NC(C(=C2O)C#N)=O)S1)C1=CC=C(C=C1)Cl (2-bromo-3-(4-chlorophenyl)-4-hydroxy-6-oxo-6,7-dihydrothieno[2,3-b]pyridine-5-carbonitrile). RXN SMILES: [Cl:1][C:2]1[CH:7]=[CH:6][C:5]([C:8]2[C:16]3[C:15]([OH:17])=[C:14]([C:18]#[N:19])[C:13](=[O:20])[NH:12][C:11]=3[S:10][CH:9]=2)=[CH:4][CH:3]=1.C1C=C[NH+]=CC=1.[Br:27][Br-]Br>CC(O)=O.O>[Br:27][C:9]1[S:10][C:11]2[NH:12][C:13](=[O:20])[C:14]([C:18]#[N:19])=[C:15]([OH:17])[C:16]=2[C:8]=1[C:5]1[CH:4]=[CH:3][C:2]([Cl:1])=[CH:7][CH:6]=1 |f:1.2|. Reported procedure: To a stirred solution of 3-(4-chlorophenyl)-4-hydroxy-6-oxo-6,7-dihydrothieno[2,3-b]pyridine-5-carbonitrile (0.17 g, 0.55 mmol) in AcOH (6 mL) was added pyridine hydrobromide perbromide (0.18 g, 0.6 mmol) in a single portion at room temperature. The reaction was stirred at room temperature for 1 h, diluted with water (25 mL). The resultant solid was filtered and dried to give the title compound. MS (ESI) m/e 380.79 (M−H)+; 1H NMR (300 MHz, DMSO-d6): ppm 7.45 (d, 2H), 7.33 (d, 2H). Reactants: ClC=1C=CC(=C(C(=O)OC)C1)[N+](=O)[O-] (Methyl 5-chloro-2-nitrobenzoate), substituted phenol, C([O-])([O-])=O.[K+].[K+] (potassium carbonate). The solvent is CN1CCCC1=O (NMP). Product: COC(C1=C(C(=CC=C1)OC1=CC=CC=C1)[N+](=O)[O-])=O (phenoxy-2-nitro-benzoic acid methyl ester). Reaction SMILES: Cl[C:2]1[CH:3]=[CH:4][C:5]([N+:12]([O-:14])=[O:13])=[C:6]([CH:11]=1)[C:7]([O:9][CH3:10])=[O:8].[C:15](=[O:18])([O-])[O-].[K+].[K+]>CN1C(=O)CCC1>[CH3:10][O:9][C:7](=[O:8])[C:6]1[CH:11]=[CH:2][CH:3]=[C:4]([O:18][C:15]2[CH:4]=[CH:3][CH:2]=[CH:11][CH:6]=2)[C:5]=1[N+:12]([O-:14])=[O:13] |f:1.2.3|. Reported procedure: Methyl 5-chloro-2-nitrobenzoate (1) is reacted with an appropriately-substituted phenol (2) and base such as potassium carbonate in a solvent such as NMP to form the corresponding phenoxy-2-nitro-benzoic acid methyl ester (3). Compound (3) is hydrolyzed upon treatment with basic solution such as NaOH in water/MeOH to provide benzoic acid (4). Benzoic acid (4) is treated with thionyl chloride in solvent such as DMF to provide an intermediate acid chloride, which upon treatment with NH4OH in solve... Reactants: C(C)C1(OCCC2=C1NC1=C(C=CC=C21)CC)CCO (2-(1,8-Diethyl-1,3,4,9-tetrahydropyrano[3,4-b]indol-1-yl)-ethanol), C1=CC=C(C=C1)P(C2=CC=CC=C2)C3=CC=CC=C3 (PPh3), C(Cl)(Cl)(Cl)Cl (CCl4). Solvent: O (water). Product: ClCCC1(OCCC2=C1NC1=C(C=CC=C21)CC)CC (1-(2-Chloroethyl)-1,8-diethyl-1,3,4,9-tetrahydropyrano[3,4-b]indole). Yield: 51.0%. RXN SMILES: [CH2:1]([C:3]1([CH2:18][CH2:19]O)[C:8]2[NH:9][C:10]3[C:15]([C:7]=2[CH2:6][CH2:5][O:4]1)=[CH:14][CH:13]=[CH:12][C:11]=3[CH2:16][CH3:17])[CH3:2].C1C=CC(P(C2C=CC=CC=2)C2C=CC=CC=2)=CC=1.C(Cl)(Cl)(Cl)[Cl:41]>O>[Cl:41][CH2:19][CH2:18][C:3]1([CH2:1][CH3:2])[C:8]2[NH:9][C:10]3[C:15]([C:7]=2[CH2:6][CH2:5][O:4]1)=[CH:14][CH:13]=[CH:12][C:11]=3[CH2:16][CH3:17]. Procedure: A solution of compound 1 (136 mg, 0.5 mmol), PPh3 (262 mg, 1.0 mmol, 2.0 eq), and CCl4 (2.5 mL) was refluxed overnight. The resulting mixture was then diluted with water and extracted three times with CH2Cl2. The organic phases were combined, dried with Na2SO4, concentrated, and purified by column chromatography using 5:95:EtOAc:Hexane to give a white solid (74 mg, 51%): mp 106-107° C. (dec). 1HNMR (CDCl3, δ TMS): 0.93 (t, 3H), 1.37 (t, 3H), 1.91 (m, 2H), 2.34 (m, 2H), 2.76 (m, 2H), 2.87 (q, 2H)... Reactants: O (water), NCCCN1CCN(CC1)CCCN (1,4-bis(3-aminopropyl)piperazine), N1=C(C=CC2=CC=CC=C12)C=O (2-quinolinecarbaldehyde), [BH4-].[Na+] (sodium borohydride). Run in C(C)O (ethanol), C(C)O (ethanol). Conditions: time 12 hour. Product: N1=C(C=CC2=CC=CC=C12)CNCCCN1CCN(CC1)CCCNCC1=NC2=CC=CC=C2C=C1 (1,4-bis{3-[N-(quinol-2-ylmethyl)amino]propyl}piperazine). RXN SMILES: [NH2:1][CH2:2][CH2:3][CH2:4][N:5]1[CH2:10][CH2:9][N:8]([CH2:11][CH2:12][CH2:13][NH2:14])[CH2:7][CH2:6]1.[N:15]1[C:24]2[C:19](=[CH:20][CH:21]=[CH:22][CH:23]=2)[CH:18]=[CH:17][C:16]=1[CH:25]=O.[BH4-].[Na+].O>C(O)C>[N:15]1[C:24]2[C:19](=[CH:20][CH:21]=[CH:22][CH:23]=2)[CH:18]=[CH:17][C:16]=1[CH2:25][NH:14][CH2:13][CH2:12][CH2:11][N:8]1[CH2:7][CH2:6][N:5]([CH2:4][CH2:3][CH2:2][NH:1][CH2:25][C:16]2[CH:17]=[CH:18][C:19]3[C:24](=[CH:23][CH:22]=[CH:21][CH:20]=3)[N:15]=2)[CH2:10][CH2:9]1 |f:2.3|. Procedure: To a solution of 1,4-bis(3-aminopropyl)piperazine (0.513 mL, 2.49 mmol) and 2-quinolinecarbaldehyde (823 mg, 5.24 mmol) in absolute ethanol (20 mL) was added 3 Å molecular sieves (5 g). After stirring the mixture for 12 h at room temperature, sodium borohydride (1.9 g, 49.9 mmol) was added and the mixture was stirred for 12 h at room temperature. Then the reaction mixture was quentched by dropwise addition of water (20 mL) and ethanol was removed under reduced pressure. The aqueous residue was e...